Task: describe an organic reaction: reactants, conditions, products, and yield. Dataset: the Open Reaction Database (ORD), a public repository of structured organic reaction records The reactants are C[S-], CN(C)C=O, COc1ccc(F)c(F)c1, [Na+], O. The product is COc1ccc(F)c(SC)c1. As a reaction SMILES: [CH3:11][S-:12].[CH3:14][N:15]([CH3:16])[CH:17]=[O:18].[F:1][c:2]1[c:3]([F:10])[cH:4][c:5]([O:8][CH3:9])[cH:6][cH:7]1.[Na+:13].[OH2:19]>>[F:1][c:2]1[c:3]([S:12][CH3:11])[cH:4][c:5]([O:8][CH3:9])[cH:6][cH:7]1. Solvent: C(C)N(CC)CC (triethylamine). As a reaction SMILES: S(Cl)(Cl)=O.[CH3:5][C:6]([O:11][C:12]1[CH:17]=[CH:16][C:15]([CH:18]2[CH2:23][CH2:22][O:21][CH2:20][CH2:19]2)=[CH:14][CH:13]=1)([CH3:10])[C:7]([OH:9])=[O:8].[CH:24]1C=CC=C[CH:25]=1>C(N(CC)CC)C>[CH3:10][C:6]([O:11][C:12]1[CH:17]=[CH:16][C:15]([CH:18]2[CH2:19][CH2:20][O:21][CH2:22][CH2:23]2)=[CH:14][CH:13]=1)([CH3:5])[C:7]([O:9][CH2:24][CH3:25])=[O:8]. Reaction conditions: time 2 hour. Reported procedure: 2.2 ml of thionyl chloride were added at 15° C to a mixture of 7 g of 2-methyl-2-[p-(4-tetrahydropyranyl)-phenoxy]-propanoic acid, 70 ml of benzene and 3.5 ml of triethylamine and the mixture was stirred for 2 hours at room temperature and was then filtered. The filtrate was slowly added to 250 ml of 5.4N hydrochloric acid in ethanol and the mixture was stirred for 12 hours at room temperature and was then concentrated to dryness. The residue was added to 100 ml of ether and the solution was was... Reactants: S(=O)(Cl)Cl (thionyl chloride), CC(C(=O)O)(C)OC1=CC=C(C=C1)C1CCOCC1 (2-methyl-2-[p-(4-tetrahydropyranyl)-phenoxy]-propanoic acid), C1=CC=CC=C1 (benzene). The product is CC(C(=O)OCC)(C)OC1=CC=C(C=C1)C1CCOCC1 (ethyl 2-methyl-2-[p-(4-tetrahydropyranyl)-phenoxy]-propanoate). Reactants: [Na+].C1(=CC=CC=C1)S(=O)[O-] (Benzene sulfinic acid sodium salt), ClCC#N (Chloroacetonitrile). Run in CN(C=O)C (dimethyl formamide). Run at temperature 40 celsius. Product: C1(=CC=CC=C1)S(=O)(=O)CC#N (Phenylsulfonylacetonitrile). RXN SMILES: [Na+].[C:2]1([S:8]([O-:10])=[O:9])[CH:7]=[CH:6][CH:5]=[CH:4][CH:3]=1.Cl[CH2:12][C:13]#[N:14]>CN(C)C=O>[C:2]1([S:8]([CH2:12][C:13]#[N:14])(=[O:10])=[O:9])[CH:7]=[CH:6][CH:5]=[CH:4][CH:3]=1 |f:0.1|. Reported procedure: Benzene sulfinic acid sodium salt, 49.2 g. (0.3 mole) was combined with 400 ml. of dimethyl formamide in a 1 liter flask. The mixture was stirred at 40° C. Chloroacetonitrile, 22.5 g. (0.3 mole) was added over a period of 5 minutes. The resulting mixture was stirred and heated at 40°-45° C. for 2 hours. The reaction mass was then poured into 600 ml. of water, and the solid insoluble product was collected by suction filtration and dried. There was obtained a yield of 29.8 g. of the title compound... Starting materials: C(CC(=O)C)(=O)OC (methyl acetoacetate), C(CCCCC)(=O)C1=CC=CC=C1 (hexanophenone), [H-].[Na+] (NaH), C(CCC)[Li] (n-butyl lithium). Solvent: CCCCCC (hexane), O1CCCC1 (tetrahydrofuran). Product: C(CCCC)C1(CC=CC(O1)=O)C1=CC=CC=C1 (5,6-Dihydro-6-pentyl-6-phenyl-2H-pyran-2-one). RXN SMILES: [C:1](OC)(=[O:6])[CH2:2][C:3]([CH3:5])=O.[H-].[Na+].C([Li])CCC.[C:16]([C:23]1[CH:28]=[CH:27][CH:26]=[CH:25][CH:24]=1)(=[O:22])[CH2:17][CH2:18][CH2:19][CH2:20][CH3:21]>CCCCCC.O1CCCC1>[CH2:17]([C:16]1([C:23]2[CH:24]=[CH:25][CH:26]=[CH:27][CH:28]=2)[O:22][C:1](=[O:6])[CH:2]=[CH:3][CH2:5]1)[CH2:18][CH2:19][CH2:20][CH3:21] |f:1.2|. Procedure details: The title compound was prepared as described in General Method 1 using 10 mmol of methyl acetoacetate, 11 mmol of NaH 60% dispersion in oil, 10.5 mmol of 1.6M n-butyl lithium in hexane, 10 mmol of hexanophenone and 28 mL of tetrahydrofuran. Upon concentrating the reaction a solid precipitated out which was triturated with ether and filtered (m.p. 123°-124° C.). 1H NMR (CDCl3) δ 0.83 (t, 3 H), 1.1-1.4 (m, 6 H), 1.9-2.0 (m, 2 H), 2.90 (d, 1 H), 2.92 (d, 1 H), 3.25 (d, 1 H), 3.35 (d, 1 H), 7.2-7.5 ... Starting materials: intermediate 19, COC=1C=C(C=CC1)O (3-methoxy-phenol), COC(C(CC1CCCC1)Br)=O (2-bromo-3-cyclopentyl-propionic acid methyl ester), ClC=1C(N(N=CC1Cl)C1OCCCC1)=O (4,5-dichloro-2-(tetrahydropyran-2-yl)-2H-pyridazin-3-one), ClC=1C(N(N=CC1Cl)C1OCCCC1)=O (4,5-dichloro-2-(tetrahydropyran-2-yl)-2H-pyridazin-3-one), COC(C(CC1CCCC1)Br)=O (2-bromo-3-cyclopentyl-propionic acid methyl ester). Yields the product C1(CCCC1)CC(C(=O)O)N1N=CC(=CC1=O)OC1=CC(=CC=C1)OC (3-cyclopentyl-2-[4-(3-methoxy-phenoxy)-6-oxo-6H-pyridazin-1-yl]-propionic acid). RXN SMILES: Cl[C:2]1[C:3](=[O:15])[N:4](C2CCCCO2)[N:5]=[CH:6][C:7]=1Cl.[CH3:16][O:17][C:18]1[CH:19]=[C:20]([OH:24])[CH:21]=[CH:22][CH:23]=1.C[O:26][C:27](=[O:36])[CH:28](Br)[CH2:29][CH:30]1[CH2:34][CH2:33][CH2:32][CH2:31]1>>[CH:30]1([CH2:29][CH:28]([N:4]2[C:3](=[O:15])[CH:2]=[C:7]([O:24][C:20]3[CH:21]=[CH:22][CH:23]=[C:18]([O:17][CH3:16])[CH:19]=3)[CH:6]=[N:5]2)[C:27]([OH:26])=[O:36])[CH2:34][CH2:33][CH2:32][CH2:31]1. Procedure details: In an analogous manner to the stepwise sequence outlined in intermediate 19, starting from 4,5-dichloro-2-(tetrahydropyran-2-yl)-2H-pyridazin-3-one (Intermediate 20) and 3-methoxy-phenol and alkylating with 2-bromo-3-cyclopentyl-propionic acid methyl ester (Intermediate 10) afforded 3-cyclopentyl-2-[4-(3-methoxy-phenoxy)-6-oxo-6H-pyridazin-1-yl]-propionic acid as a white solid (159.4 mg, 42% for the final step); ES+-HRMS m/e calcd for C19H22N2O5 [M+H+] 359.1602, found 359.1600. 1H NMR (300 MHz, ...